Dataset: the Open Reaction Database (ORD), a public repository of structured organic reaction records. Task: describe an organic reaction: reactants, conditions, products, and yield The reactants are N=C(Nc1ccc(Cl)cc1)c1ccc2cccc(O)c2n1, CI, [K+], [K+], [Na+], O=C([O-])[O-], O=C([O-])O, CN(C)C=O. The product is COc1cccc2ccc(C(=N)Nc3ccc(Cl)cc3)nc12. As a reaction SMILES: [Cl:1][c:2]1[cH:3][cH:4][c:5]([NH:8][C:9](=[NH:10])[c:11]2[n:12][c:13]3[c:14]([OH:21])[cH:15][cH:16][cH:17][c:18]3[cH:19][cH:20]2)[cH:6][cH:7]1.[I:28][CH3:29].[K+:22].[K+:23].[Na+:39].[O-:24][C:25]([O-:26])=[O:27].[O-:35][C:36]([OH:37])=[O:38].[O:30]=[CH:31][N:32]([CH3:33])[CH3:34]>>[Cl:1][c:2]1[cH:3][cH:4][c:5]([NH:8][C:9](=[NH:10])[c:11]2[n:12][c:13]3[c:14]([O:21][CH3:25])[cH:15][cH:16][cH:17][c:18]3[cH:19][cH:20]2)[cH:6][cH:7]1.